The task is: describe an organic reaction: reactants, conditions, products, and yield. This data is from the Open Reaction Database (ORD), a public repository of structured organic reaction records. Starting materials: CCOC(=O)CBr, CC(=O)OC(C)C, C[Si](C)(C)Cl, CCCC(C)=O, Cl, [Zn]. Product: CCCC(C)(O)CC(=O)OCC. RXN SMILES: [Br:12][CH2:13][C:14](=[O:15])[O:16][CH2:17][CH3:18].[C:20]([O:21][CH:22]([CH3:23])[CH3:24])(=[O:25])[CH3:26].[CH3:1][Si:2]([CH3:3])([CH3:4])[Cl:5].[CH3:6][CH2:7][CH2:8][C:9]([CH3:10])=[O:11].[ClH:19].[Zn:27]>>[CH3:6][CH2:7][CH2:8][C:9]([CH3:10])([OH:11])[CH2:13][C:14](=[O:15])[O:16][CH2:17][CH3:18].